Dataset: the Open Reaction Database (ORD), a public repository of structured organic reaction records. Task: describe an organic reaction: reactants, conditions, products, and yield Reactants: NC(C(=O)OCC)(CCCC)CC (Ethyl 2-amino-2-ethylhexanoate), [H-].[Al+3].[Li+].[H-].[H-].[H-] (Lithium aluminium hydride), O (water), [OH-].[Na+] (sodium hydroxide). Procedure details: Lithium aluminium hydride (22.22 g) was added to anhydrous diethyl ether (450 ml) under nitrogen. The product from (d) (129.0 g) was diluted with diethyl ether (40 ml) and added dropwise. The reaction was refluxed for 1 hour then cooled to room temperature. 1M sodium hydroxide (23 ml) was added dropwise followed by deionised water. The resulting suspension was filtered and the filtrate concentrated to give the desired product as a colourless oil (87.9 g). 1H NMR consistent with the proposed stru... The product is NC(CO)(CCCC)CC (2-Amino-2-ethylhexan-1-ol). The solvent is C(C)OCC (diethyl ether), C(C)OCC (diethyl ether). Yield: 87.9%. RXN SMILES: [H-].[Al+3].[Li+].[H-].[H-].[H-].[NH2:7][C:8]([CH2:18][CH3:19])([CH2:14][CH2:15][CH2:16][CH3:17])[C:9](OCC)=[O:10].[OH-].[Na+].O>C(OCC)C>[NH2:7][C:8]([CH2:18][CH3:19])([CH2:14][CH2:15][CH2:16][CH3:17])[CH2:9][OH:10] |f:0.1.2.3.4.5,7.8|. Starting materials: CCOP(=O)(OCC)ON1C(=O)C2=C(C=CC=C2)N=N1 (DEPBT), Example 18A, N1=C(C=CC=C1)C1=CC=C(CNNC(=O)OC(C)(C)C)C=C1 (tert-butyl 2-[4-(2-pyridinyl)benzyl]hydrazinecarboxylate), FC(C(=O)O)(F)F (trifluoroacetic acid), C(C)(C)N(CC)C(C)C (diisopropylethyl amine). Run in ClCCl (dichloromethane). Reaction conditions: temperature 25 celsius, time 3 hour. The product is CC([C@@H](C(=O)NNCC1=CC=C(C=C1)C1=NC=CC=C1)NC(OC)=O)C (methyl (1S)-2-methyl-1-({2-[4-(2-pyridinyl)benzyl]hydrazino}carbonyl)propylcarbamate). The yield is 47.0%. As a reaction SMILES: [N:1]1[CH:6]=[CH:5][CH:4]=[CH:3][C:2]=1[C:7]1[CH:22]=[CH:21][C:10]([CH2:11][NH:12][NH:13][C:14]([O:16]C(C)(C)C)=O)=[CH:9][CH:8]=1.FC(F)(F)[C:25]([OH:27])=[O:26].[CH:30](N(C(C)C)CC)(C)C.CCOP(O[N:48]1N=N[C:52]2C=CC=[CH:56][C:51]=2[C:49]1=O)(OCC)=O>ClCCl>[CH3:52][CH:51]([CH3:56])[C@H:49]([NH:48][C:25](=[O:26])[O:27][CH3:30])[C:14]([NH:13][NH:12][CH2:11][C:10]1[CH:9]=[CH:8][C:7]([C:2]2[CH:3]=[CH:4][CH:5]=[CH:6][N:1]=2)=[CH:22][CH:21]=1)=[O:16]. Reported procedure: A solution of Example 4B (0.18 g, 0.6 mmol) in dichloromethane:trifluoroacetic acid (4 mL, 1:1) was stirred at 25° C. for 1 h, and the solvents were evaporated. This material was dissolved in THF (1 mL) and treated with diisopropylethyl amine (0.31 mL, 3 equivalents), DEPBT (0.36 g, 2 equivalents), and Example 18A (0.105 g, 1 equivalent), stirred at 25° C. for 3 h. The mixture was partitioned between dichloromethane and 10% sodium carbonate, the organic layer was separated, washed with brine, dr... RXN SMILES: [Br:19][c:20]1[cH:21][c:22]([CH3:34])[c:23]([C:24](=[O:25])[O:26][CH3:27])[cH:28][c:29]1[S:30](=[O:31])(=[O:32])[CH3:33].[Br:1][c:2]1[cH:3][cH:4][c:5]([S:8]([F:9])([F:10])([F:11])([F:12])[F:13])[cH:6][cH:7]1.[C:35](=[O:36])([O-:37])[O-:38].[CH3:15][C:16](=[O:17])[O-:18].[K+:14].[Na+:39].[Na+:40].[O:41]=[CH:42][N:43]([CH3:44])[CH3:45].[OH2:46]>>[c:2]1(-[c:20]2[cH:21][c:22]([CH3:34])[c:23]([C:24](=[O:25])[O:26][CH3:27])[cH:28][c:29]2[S:30](=[O:31])(=[O:32])[CH3:33])[cH:3][cH:4][c:5]([S:8]([F:9])([F:10])([F:11])([F:12])[F:13])[cH:6][cH:7]1. The reactants are COC(=O)c1cc(S(C)(=O)=O)c(Br)cc1C, FS(F)(F)(F)(F)c1ccc(Br)cc1, O=C([O-])[O-], CC(=O)[O-], [K+], [Na+], [Na+], CN(C)C=O, O. Product: COC(=O)c1cc(S(C)(=O)=O)c(-c2ccc(S(F)(F)(F)(F)F)cc2)cc1C. The reactants are CCN(C(C)C)C(C)C, Cc1c(CCl)sc2c(=O)c(C(=O)NCc3ccc(Cl)cc3)cn(C)c12, CN(C)C=O, O, CNCC(O)c1ccc(OCCO)cc1. The product is Cc1c(CN(C)CC(O)c2ccc(OCCO)cc2)sc2c(=O)c(C(=O)NCc3ccc(Cl)cc3)cn(C)c12. As a reaction SMILES: [CH:41]([N:42]([CH:43]([CH3:44])[CH3:45])[CH2:46][CH3:47])([CH3:48])[CH3:49].[Cl:1][c:2]1[cH:3][cH:4][c:5]([CH2:6][NH:7][C:8](=[O:9])[c:10]2[c:11](=[O:23])[c:12]3[c:13]([n:14]([CH3:16])[cH:15]2)[c:17]([CH3:22])[c:18]([CH2:20][Cl:21])[s:19]3)[cH:24][cH:25]1.[O:50]=[CH:51][N:52]([CH3:53])[CH3:54].[OH2:55].[OH:26][CH2:27][CH2:28][O:29][c:30]1[cH:31][cH:32][c:33]([CH:36]([CH2:37][NH:38][CH3:39])[OH:40])[cH:34][cH:35]1>>[Cl:1][c:2]1[cH:3][cH:4][c:5]([CH2:6][NH:7][C:8](=[O:9])[c:10]2[c:11](=[O:23])[c:12]3[c:13]([n:14]([CH3:16])[cH:15]2)[c:17]([CH3:22])[c:18]([CH2:20][N:38]([CH2:37][CH:36]([c:33]2[cH:32][cH:31][c:30]([O:29][CH2:28][CH2:27][OH:26])[cH:35][cH:34]2)[OH:40])[CH3:39])[s:19]3)[cH:24][cH:25]1. The reactants are ClCCNC(=O)NC1CCC2=C(C=CC=C12)F ([(2-chloroethyl)amino]-N-(4-fluoroindanyl)carboxamide), C1(CCC2=CC=CC=C12)C(=O)N (indanyl carboxamide). The product is C1(CCC2=CC=CC=C12)C1OCCN1 (indanyl 1,3-oxazolidine). Reaction SMILES: Cl[CH2:2][CH2:3]NC(NC1C2C(=C(F)C=CC=2)CC1)=O.[CH:18]1([C:27]([NH2:29])=[O:28])[C:26]2[C:21](=[CH:22][CH:23]=[CH:24][CH:25]=2)[CH2:20][CH2:19]1>>[CH:18]1([CH:27]2[NH:29][CH2:3][CH2:2][O:28]2)[C:26]2[C:21](=[CH:22][CH:23]=[CH:24][CH:25]=2)[CH2:20][CH2:19]1. Procedure details: As depicted in Scheme 2, the reaction of an appropriately substituted indanyl amine, for example 4-fluoroindanylamine (known compound, U.S. Pat. No. 5,486,541) with 2-chloroethyl isocyanate (SM4) under basic conditions, in an appropriate solvent yielded the corresponding indanyl carboxamide intermediate (a), for example, [(2-chloroethyl)amino]-N-(4-fluoroindanyl)carboxamide. Intermediate (a) was heated under basic conditions in an appropriate solvent to yield the appropriate indanyl 1,3-oxazolid... Starting materials: C(C)(C)(C)OC(N(C)CC1=C(C=CC(=C1)C#CCCN1CCOCC1)OC1=CC(=C(C=C1)Cl)Cl)=O ([2-(3,4-dichloro-phenoxy)-5-(4-morpholin-4-yl-but-1-ynyl)-benzyl]-methyl-carbamic acid tert-butyl ester), C(=O)(C(F)(F)F)O (TFA). Run in C(Cl)Cl (DCM). Reaction conditions: time 30 minute. The product is ClC=1C=C(OC2=C(CNC)C=C(C=C2)C#CCCN2CCOCC2)C=CC1Cl ([2-(3,4-Dichloro-phenoxy)-5-(4-morpholin-4-yl-but-1-ynyl)-benzyl]-methyl-amine). Yield: 89.7%. Reaction SMILES: C(O[C:6](=O)[N:7]([CH2:9][C:10]1[CH:15]=[C:14]([C:16]#[C:17][CH2:18][CH2:19][N:20]2[CH2:25][CH2:24][O:23][CH2:22][CH2:21]2)[CH:13]=[CH:12][C:11]=1[O:26][C:27]1[CH:32]=[CH:31][C:30]([Cl:33])=[C:29]([Cl:34])[CH:28]=1)C)(C)(C)C.C(O)(C(F)(F)F)=O>C(Cl)Cl>[Cl:34][C:29]1[CH:28]=[C:27]([CH:32]=[CH:31][C:30]=1[Cl:33])[O:26][C:11]1[CH:12]=[CH:13][C:14]([C:16]#[C:17][CH2:18][CH2:19][N:20]2[CH2:25][CH2:24][O:23][CH2:22][CH2:21]2)=[CH:15][C:10]=1[CH2:9][NH:7][CH3:6]. Procedure: To a solution of [2-(3,4-dichloro-phenoxy)-5-(4-morpholin-4-yl-but-1-ynyl)-benzyl]-methyl-carbamic acid tert-butyl ester (95.6 mg, 0.18 mmol) in DCM (2 mL) was added TFA (1 mL). After 30 min, the mixture was concentrated and the residue was purified by FCC to give the desired product (67.7 mg, 89%). MS (ESI): mass calcd. for C22H24Cl2N2O2, 418.12; m/z found, 419.3 [M+H]+. 1H NMR (CDCl3): 7.49-7.47 (m, 1H), 7.37 (d, J=8.8, 1H), 7.27 (dd, J=8.3, 2.0, 1H), 7.02 (d, J=2.8, 1H), 6.82-6.78 (m, 2H), 3....